describe an organic reaction: reactants, conditions, products, and yield From a dataset of the Open Reaction Database (ORD), a public repository of structured organic reaction records. The reactants are CC#N, O=C1CCC(=O)N1I, COc1ccc(CN(C(=O)OC(C)(C)C)c2nc(N)cc3c2ncn3C)c(OC)c1. Product: COc1ccc(CN(C(=O)OC(C)(C)C)c2nc(N)c(I)c3c2ncn3C)c(OC)c1. RXN SMILES: [CH3:39][C:40]#[N:41].[I:31][N:32]1[C:33](=[O:34])[CH2:35][CH2:36][C:37]1=[O:38].[NH2:1][c:2]1[cH:3][c:4]2[c:5]([c:6]([N:8]([C:9]([O:10][C:11]([CH3:12])([CH3:13])[CH3:14])=[O:15])[CH2:16][c:17]3[c:18]([O:25][CH3:26])[cH:19][c:20]([O:23][CH3:24])[cH:21][cH:22]3)[n:7]1)[n:27][cH:28][n:29]2[CH3:30]>>[NH2:1][c:2]1[c:3]([I:31])[c:4]2[c:5]([c:6]([N:8]([C:9]([O:10][C:11]([CH3:12])([CH3:13])[CH3:14])=[O:15])[CH2:16][c:17]3[c:18]([O:25][CH3:26])[cH:19][c:20]([O:23][CH3:24])[cH:21][cH:22]3)[n:7]1)[n:27][cH:28][n:29]2[CH3:30]. Reaction SMILES: C([O:3][C:4]([C:6]1[N:7]([CH2:18][C:19]2[C:28]3[C:23](=[CH:24][CH:25]=[CH:26][CH:27]=3)[CH:22]=[CH:21][CH:20]=2)[C:8]2[C:13]([C:14]=1[CH2:15][NH2:16])=[CH:12][C:11]([F:17])=[CH:10][CH:9]=2)=[O:5])C.[ClH:29]>>[ClH:29].[NH2:16][CH2:15][C:14]1[C:13]2[C:8](=[CH:9][CH:10]=[C:11]([F:17])[CH:12]=2)[N:7]([CH2:18][C:19]2[C:28]3[C:23](=[CH:24][CH:25]=[CH:26][CH:27]=3)[CH:22]=[CH:21][CH:20]=2)[C:6]=1[C:4]([OH:5])=[O:3] |f:2.3|. The product is Cl.NCC1=C(N(C2=CC=C(C=C12)F)CC1=CC=CC2=CC=CC=C12)C(=O)O (3-aminomethyl-5-fluoro-1-naphthalen-1-ylmethyl-1H-indole-2-carboxylic acid hydro-chloride). Reported procedure: 3-Aminomethyl-5-fluoro-1-naphthalen-1-ylmethyl-1H-indole-2-carboxylic acid ethyl ester; salt with hydrogen chloride was hydrolyzed as described in the general procedure B (Exp. 2.2) to give 3-aminomethyl-5-fluoro-1-naphthalen-1-ylmethyl-1H-indole-2-carboxylic acid hydro-chloride as an off-white solid. MS: 347.4 ([M−H]−). Reactants: C(C)OC(=O)C=1N(C2=CC=C(C=C2C1CN)F)CC1=CC=CC2=CC=CC=C12 (3-Aminomethyl-5-fluoro-1-naphthalen-1-ylmethyl-1H-indole-2-carboxylic acid ethyl ester), Cl (hydrogen chloride). RXN SMILES: [CH3:24][CH2:25][OH:26].[c:1]1([CH2:2][N:8]2[CH2:9][C:10]3([c:14]4[n:15][cH:16][c:17]([C:20]([F:21])([F:22])[F:23])[cH:18][cH:19]4)[CH2:11][CH:12]3[CH2:13]2)[cH:3][cH:4][cH:5][cH:6][cH:7]1>>[NH:8]1[CH2:9][C:10]2([c:14]3[n:15][cH:16][c:17]([C:20]([F:21])([F:22])[F:23])[cH:18][cH:19]3)[CH2:11][CH:12]2[CH2:13]1. The reactants are CCO, FC(F)(F)c1ccc(C23CC2CN(Cc2ccccc2)C3)nc1. Product: FC(F)(F)c1ccc(C23CNCC2C3)nc1.